Dataset: the Open Reaction Database (ORD), a public repository of structured organic reaction records. Task: describe an organic reaction: reactants, conditions, products, and yield Reactants: BrC=1SC=C(N1)C(=O)NC=1C=NN(C1[C@@H]1CC[C@H]([C@H](CO1)F)NC(OC(C)(C)C)=O)C (tert-butyl ((3R,4R,7S)-7-(4-(2-bromothiazole-4-carboxamido)-1-methyl-1H-pyrazol-5-yl)-3-fluorooxepan-4-yl)carbamate), BrC=1SC=C(N1)C(=O)NC=1C=NN(C1[C@@H]1CC[C@H]([C@H](CO1)F)NC(OC(C)(C)C)=O)C (tert-butyl ((3R,4R,7S)-7-(4-(2-bromothiazole-4-carboxamido)-1-methyl-1H-pyrazol-5-yl)-3-fluorooxepan-4-yl)carbamate), CN1N=C(C(=C1)B(O)O)C(F)(F)F ((1-methyl-3-(trifluoromethyl)-1H-pyrazol-4-yl)boronic acid). Product: N[C@@H]1CC[C@H](OC[C@@H]1F)C1=C(C=NN1C)NC(=O)C=1N=C(SC1)C=1C(=NN(C1)C)C(F)(F)F (N-(5-((2S,5R,6R)-5-amino-6-fluorooxepan-2-yl)-1-methyl-1H-pyrazol-4-yl)-2-(1-methyl-3-(trifluoromethyl)-1H-pyrazol-4-yl)thiazole-4-carboxamide). Reaction SMILES: Br[C:2]1[S:3][CH:4]=[C:5]([C:7]([NH:9][C:10]2[CH:11]=[N:12][N:13]([CH3:31])[C:14]=2[C@H:15]2[O:21][CH2:20][C@H:19]([F:22])[C@H:18]([NH:23]C(=O)OC(C)(C)C)[CH2:17][CH2:16]2)=[O:8])[N:6]=1.[CH3:32][N:33]1[CH:37]=[C:36](B(O)O)[C:35]([C:41]([F:44])([F:43])[F:42])=[N:34]1>>[NH2:23][C@H:18]1[C@@H:19]([F:22])[CH2:20][O:21][C@H:15]([C:14]2[N:13]([CH3:31])[N:12]=[CH:11][C:10]=2[NH:9][C:7]([C:5]2[N:6]=[C:2]([C:36]3[C:35]([C:41]([F:44])([F:43])[F:42])=[N:34][N:33]([CH3:32])[CH:37]=3)[S:3][CH:4]=2)=[O:8])[CH2:16][CH2:17]1. Procedure: Following the procedure for Example 101 starting from tert-butyl ((3R,4R,7S)-7-(4-(2-bromothiazole-4-carboxamido)-1-methyl-1H-pyrazol-5-yl)-3-fluorooxepan-4-yl)carbamate (Intermediate 100), and replacing 3,6-dihydro-2H-pyran-4-boronic acid pinacol ester with (1-methyl-3-(trifluoromethyl)-1H-pyrazol-4-yl)boronic acid gave 252. 1H NMR (400 MHz, DMSO-d6) δ 9.64 (s, 1H), 8.63 (s, 1H), 8.42 (s, 1H), 7.88 (s, 1H), 4.98-4.72 (m, 2H), 4.22-4.03 (m, 1H), 4.00 (s, 3H), 3.97-3.88 (m, 1H), 3.75 (s, 3H), 3.3... The yield is 74.1%. Yields the product NC1=CC=C(C=C1)SC1=CC=NC2=CC(=CC=C12)C(F)(F)F (4-(4-aminophenylthio)-7-trifluoromethylquinoline). Reagents/catalysts: CN(C1=CC=NC=C1)C (4-dimethylaminopyridine). Starting materials: ClC1=CC=NC2=CC(=CC=C12)C(F)(F)F (4-Chloro-7-trifluoromethylquinoline), NC1=CC=C(C=C1)S (4-aminothiophenol). As a reaction SMILES: Cl[C:2]1[C:11]2[C:6](=[CH:7][C:8]([C:12]([F:15])([F:14])[F:13])=[CH:9][CH:10]=2)[N:5]=[CH:4][CH:3]=1.[NH2:16][C:17]1[CH:22]=[CH:21][C:20]([SH:23])=[CH:19][CH:18]=1>CN(C)C1C=CN=CC=1.C(O)C>[NH2:16][C:17]1[CH:22]=[CH:21][C:20]([S:23][C:2]2[C:11]3[C:6](=[CH:7][C:8]([C:12]([F:15])([F:14])[F:13])=[CH:9][CH:10]=3)[N:5]=[CH:4][CH:3]=2)=[CH:19][CH:18]=1. The solvent is C(C)O (ethanol). Reported procedure: 4-Chloro-7-trifluoromethylquinoline (0.043 moles, 10.0 g), 4-aminothiophenol (0.043 moles, 5.3 g) and 4-dimethylaminopyridine (0.04 moles, 4.9 g) were stirred in 250 ml ethanol for 3 days. The reaction mixture was filtered, concentrated, ethyl acetate added, washed with water and dried over sodium sulfate. The solution was concentrated and the product purified by HPLC over silica gel eluted with 25% ethyl acetate/hexane to yield 4-(4-aminophenylthio)-7-trifluoromethylquinoline 10.2 g, 74%. Mass ... Reactants: NC[C@H]1C[C@H](C1)N1C=C(C2=C1N=CN=C2N)C2=CC(=CC=C2)OCC2=CC=CC=C2 (cis-7-(3-aminomethyl-cyclobutyl)-5-(3-benzyloxy-phenyl)-7H-pyrrolo[2,3-d]pyrimidin-4-ylamine), C(CC)N=C=O (n-propyl isocyanate). Product: NC=1C2=C(N=CN1)N(C=C2C2=CC(=CC=C2)OCC2=CC=CC=C2)[C@H]2C[C@H](C2)CNC(=O)NCCC (cis-1-{3-[4-Amino-5-(3-benzyloxy-phenyl)pyrrolo[2,3-d]pyrimidin-7-yl]-cyclobutylmethyl}3-propyl-urea). RXN SMILES: [NH2:1][CH2:2][C@@H:3]1[CH2:6][C@H:5]([N:7]2[C:11]3[N:12]=[CH:13][N:14]=[C:15]([NH2:16])[C:10]=3[C:9]([C:17]3[CH:22]=[CH:21][CH:20]=[C:19]([O:23][CH2:24][C:25]4[CH:30]=[CH:29][CH:28]=[CH:27][CH:26]=4)[CH:18]=3)=[CH:8]2)[CH2:4]1.[CH2:31]([N:34]=[C:35]=[O:36])[CH2:32][CH3:33]>>[NH2:16][C:15]1[C:10]2[C:9]([C:17]3[CH:22]=[CH:21][CH:20]=[C:19]([O:23][CH2:24][C:25]4[CH:30]=[CH:29][CH:28]=[CH:27][CH:26]=4)[CH:18]=3)=[CH:8][N:7]([C@@H:5]3[CH2:4][C@H:3]([CH2:2][NH:1][C:35]([NH:34][CH2:31][CH2:32][CH3:33])=[O:36])[CH2:6]3)[C:11]=2[N:12]=[CH:13][N:14]=1. Reported procedure: cis-1-{3-[4-Amino-5-(3-benzyloxy-phenyl)pyrrolo[2,3-d]pyrimidin-7-yl]-cyclobutylmethyl}3-propyl-urea is prepared as described in Example 26 using cis-7-(3-aminomethyl-cyclobutyl)-5-(3-benzyloxy-phenyl)-7H-pyrrolo[2,3-d]pyrimidin-4-ylamine and n-propyl isocyanate (Fluka, Buchs, Switzerland). Analytical HPLC: tR=6.33 min (Grad 2); ES-MS: m/eo=484.9. Reactants: NC(=O)N (urea), ClC1=C(C(=C(N)C=C1)O)S(=O)(=O)N1CCS(CC1)(=O)=O (4-chloro-3-(1,1-dioxidothiomorpholinosulfonyl)-2-hydroxyaniline), ClC1=C(C=CC=C1)N=C=O (2-chlorophenylisocyanate). The product is ClC1=C(C(=C(C=C1)NC(=O)NC1=C(C=CC=C1)Cl)O)S(=O)(=O)N1CCS(CC1)(=O)=O (N-[4-chloro-3-(1,1-dioxidothiomorpholinosulfonyl)-2-hydroxyphenyl]-N′-(2-chlorophenyl) urea). The yield is 325.9%. Reaction SMILES: NC(N)=O.[Cl:5][C:6]1[CH:12]=[CH:11][C:9]([NH2:10])=[C:8]([OH:13])[C:7]=1[S:14]([N:17]1[CH2:22][CH2:21][S:20](=[O:24])(=[O:23])[CH2:19][CH2:18]1)(=[O:16])=[O:15].[Cl:25][C:26]1[CH:31]=[CH:30][CH:29]=[CH:28][C:27]=1[N:32]=[C:33]=[O:34]>>[Cl:5][C:6]1[CH:12]=[CH:11][C:9]([NH:10][C:33]([NH:32][C:27]2[CH:28]=[CH:29][CH:30]=[CH:31][C:26]=2[Cl:25])=[O:34])=[C:8]([OH:13])[C:7]=1[S:14]([N:17]1[CH2:22][CH2:21][S:20](=[O:24])(=[O:23])[CH2:19][CH2:18]1)(=[O:16])=[O:15]. Procedure: Following the general procedure for urea formation outlined in example 15, 4-chloro-3-(1,1-dioxidothiomorpholinosulfonyl)-2-hydroxyaniline (62 mg, 0.018 mmol) and 2-chlorophenylisocyanate (34 mg, 0.22 mmol) were coupled to form the desired urea (29 mg, 32%). LC-MS (m/z) 496.0 (M+). Starting materials: C(C1=CC=CC=C1)OC(=O)C=1N(C2=CC=C(C=C2C1)CC(C)N(C[C@@H](COC1=CC=CC=C1)O)C(=O)OC(C)(C)C)CC1=CC=C(C=C1)[N+](=O)[O-] (5-{2-[tert-butoxycarbonyl-(2(S)-hydroxy-3-phenoxypropyl)-amino]-propyl}-1-(4-nitro-benzyl)-1H-indole-2-carboxylic acid benzyl ester). Reagents/catalysts: [Pd] (Pd/C). Solvent: C1CCOC1 (THF). Reaction conditions: time 4 hour. Yields the product NC1=CC=C(CN2C(=CC3=CC(=CC=C23)CC(C)N(CC(COC2=CC=CC=C2)O)C(=O)OC(C)(C)C)C(=O)O)C=C1 (1-(4-Amino-benzyl)-5-{2-[tert-butoxycarbonyl-(2-hydroxy-3-phenoxypropyl)-amino]-propyl}-1H-indole-2-carboxylic Acid). The yield is 102.8%. Reaction SMILES: C([O:8][C:9]([C:11]1[N:12]([CH2:42][C:43]2[CH:48]=[CH:47][C:46]([N+:49]([O-])=O)=[CH:45][CH:44]=2)[C:13]2[C:18]([CH:19]=1)=[CH:17][C:16]([CH2:20][CH:21]([N:23]([C:35]([O:37][C:38]([CH3:41])([CH3:40])[CH3:39])=[O:36])[CH2:24][C@H:25]([OH:34])[CH2:26][O:27][C:28]1[CH:33]=[CH:32][CH:31]=[CH:30][CH:29]=1)[CH3:22])=[CH:15][CH:14]=2)=[O:10])C1C=CC=CC=1>C1COCC1.[Pd]>[NH2:49][C:46]1[CH:47]=[CH:48][C:43]([CH2:42][N:12]2[C:13]3[C:18](=[CH:17][C:16]([CH2:20][CH:21]([N:23]([C:35]([O:37][C:38]([CH3:41])([CH3:39])[CH3:40])=[O:36])[CH2:24][CH:25]([OH:34])[CH2:26][O:27][C:28]4[CH:33]=[CH:32][CH:31]=[CH:30][CH:29]=4)[CH3:22])=[CH:15][CH:14]=3)[CH:19]=[C:11]2[C:9]([OH:10])=[O:8])=[CH:44][CH:45]=1. Procedure details: To a solution of 5-{2-[tert-butoxycarbonyl-(2(S)-hydroxy-3-phenoxypropyl)-amino]-propyl}-1-(4-nitro-benzyl)-1H-indole-2-carboxylic acid benzyl ester (134 mg, 0.19 mmol) in THF (6 ml) was added 14 mg of 10% Pd/C catalyst. The reaction mixture was hydrogenated on a Parr shaker at 45 psi for about 4 hrs and then filtered to remove the catalyst. The filtrate was concentrated under reduced pressure to afford a yellow foam (112 mg), AP-MS 572.